This data is from the Open Reaction Database (ORD), a public repository of structured organic reaction records. The task is: describe an organic reaction: reactants, conditions, products, and yield Starting materials: C1CCOC1, COC(=O)C1CC(Oc2cc(-c3nc(C(C)C)cs3)nc3c(Cl)c(OC)ccc23)CN1C(=O)OC(C)(C)C, Cl, [Li+], [OH-], O. Yields the product COc1ccc2c(OC3CC(C(=O)O)N(C(=O)OC(C)(C)C)C3)cc(-c3nc(C(C)C)cs3)nc2c1Cl. Reaction SMILES: [CH2:43]1[O:44][CH2:45][CH2:46][CH2:47]1.[Cl:1][c:2]1[c:3]([O:37][CH3:38])[cH:4][cH:5][c:6]2[c:7]([O:20][CH:21]3[CH2:22][CH:23]([C:33](=[O:34])[O:35][CH3:36])[N:24]([C:26](=[O:27])[O:28][C:29]([CH3:30])([CH3:31])[CH3:32])[CH2:25]3)[cH:8][c:9](-[c:12]3[s:13][cH:14][c:15]([CH:17]([CH3:18])[CH3:19])[n:16]3)[n:10][c:11]12.[ClH:42].[Li+:40].[OH-:41].[OH2:39]>>[Cl:1][c:2]1[c:3]([O:37][CH3:38])[cH:4][cH:5][c:6]2[c:7]([O:20][CH:21]3[CH2:22][CH:23]([C:33](=[O:34])[OH:35])[N:24]([C:26](=[O:27])[O:28][C:29]([CH3:30])([CH3:31])[CH3:32])[CH2:25]3)[cH:8][c:9](-[c:12]3[s:13][cH:14][c:15]([CH:17]([CH3:18])[CH3:19])[n:16]3)[n:10][c:11]12. Starting materials: CCCCO, CN1CC(CCl)OC1=O, OC(c1ccc(F)cc1)(c1ccc(F)cc1)C1CCNCC1, [I-], [K+], [Na+], [Na+], O=C([O-])[O-]. Product: CN1CC(CN2CCC(C(O)(c3ccc(F)cc3)c3ccc(F)cc3)CC2)OC1=O. As a reaction SMILES: [CH2:40]([OH:41])[CH2:42][CH2:43][CH3:44].[Cl:23][CH2:24][CH:25]1[CH2:26][N:27]([CH3:31])[C:28](=[O:30])[O:29]1.[F:1][c:2]1[cH:3][cH:4][c:5]([C:8]([OH:9])([CH:10]2[CH2:11][CH2:12][NH:13][CH2:14][CH2:15]2)[c:16]2[cH:17][cH:18][c:19]([F:22])[cH:20][cH:21]2)[cH:6][cH:7]1.[I-:39].[K+:38].[Na+:32].[Na+:33].[O-:34][C:35](=[O:36])[O-:37]>>[F:1][c:2]1[cH:3][cH:4][c:5]([C:8]([OH:9])([CH:10]2[CH2:11][CH2:12][N:13]([CH2:24][CH:25]3[CH2:26][N:27]([CH3:31])[C:28](=[O:30])[O:29]3)[CH2:14][CH2:15]2)[c:16]2[cH:17][cH:18][c:19]([F:22])[cH:20][cH:21]2)[cH:6][cH:7]1. Isolated yield 84.0%. The product is COC(CC[C@@H](C)[C@H]1CC[C@H]2[C@@H]3CC=C4C[C@H](CC[C@]4(C)[C@H]3CC[C@]12C)OC1OCCCC1)=O (3β-(2-tetrahydropyranyloxy)-5-cholenic acid methyl ester). Procedure details: 36.1 g (0.093 mole) of 3β-hydroxy-5-cholenic acid methyl ester was dissolved in 722 ml of dioxane at room temperature, and 1.81 g (0.05 mole of p-toluenesulfonic acid was added. Then, 26.83 ml (0.294 mole) of dihydropyrane was added dropwise over a period of 10 minutes. The temperature rose to 23°-27° C. The solution was stirred for two more hours at room temperature and then adjusted to pH 8 with 3.4 ml of a mixture of 1:1 methanol 29% ammonium hydroxide. An oily precipitate began forming. A se... Solvent: O1CCOCC1 (dioxane). The reactants are mixture, COC(CC[C@@H](C)[C@H]1CC[C@H]2[C@@H]3CC=C4C[C@H](CC[C@]4(C)[C@H]3CC[C@]12C)O)=O (3β-hydroxy-5-cholenic acid methyl ester), C1(=CC=C(C=C1)S(=O)(=O)O)C (p-toluenesulfonic acid), O1CCCC=C1 (dihydropyrane), CO (methanol). Reaction SMILES: [CH3:1][O:2][C:3](=[O:28])[CH2:4][CH2:5][C@H:6]([C@@H:8]1[C@:25]2([CH3:26])[C@H:11]([C@H:12]3[C@H:22]([CH2:23][CH2:24]2)[C@:20]2([CH3:21])[C:15]([CH2:16][C@@H:17]([OH:27])[CH2:18][CH2:19]2)=[CH:14][CH2:13]3)[CH2:10][CH2:9]1)[CH3:7].C1(C)C=CC(S(O)(=O)=O)=CC=1.[O:40]1[CH:45]=[CH:44][CH2:43][CH2:42][CH2:41]1.CO>O1CCOCC1>[CH3:1][O:2][C:3](=[O:28])[CH2:4][CH2:5][C@H:6]([C@@H:8]1[C@:25]2([CH3:26])[C@H:11]([C@H:12]3[C@H:22]([CH2:23][CH2:24]2)[C@:20]2([CH3:21])[C:15]([CH2:16][C@@H:17]([O:27][CH:41]4[CH2:42][CH2:43][CH2:44][CH2:45][O:40]4)[CH2:18][CH2:19]2)=[CH:14][CH2:13]3)[CH2:10][CH2:9]1)[CH3:7]. Reactants: C(C)(=O)OCC=1CS[C@H]2N(C1C(=O)O)C(C2NC(C(=NOC)C=2N=C(SC2)N)=O)=O (3-acetoxymethyl-7-[2-(2-amino-4-thiazolyl)-2-methoxyimino-acetamido]-ceph-3-eme-4-carboxylic acid), O (water), C(C)(=O)[O-].[Na+] (sodium acetate), O (water), CO (methanol). The product is C(C)(=O)OC=1C(S[C@H]2N(C1C(=O)[O-])C(C2NC(C(=NOC)C=2N=C(SC2)N)=O)=O)C.[Na+] (sodium 3-acetoxy-methyl-7-[2-(2-amino-4-thiazolyl)-2-methoxyimino-acetamido]-ceph-3-eme-4-carboxylate). Yield: 4.0%. Reaction SMILES: C(OC[C:6]1[CH2:7][S:8][C@@H:9]2[CH:16]([NH:17][C:18](=[O:29])[C:19]([C:23]3[N:24]=[C:25]([NH2:28])[S:26][CH:27]=3)=[N:20][O:21][CH3:22])[C:15](=[O:30])[N:10]2[C:11]=1[C:12]([OH:14])=[O:13])(=O)C.O.[C:32]([O-:35])(=[O:34])[CH3:33].[Na+:36].[CH3:37]O>>[C:32]([O:35][C:37]1[CH:7]([CH3:6])[S:8][C@@H:9]2[CH:16]([NH:17][C:18](=[O:29])[C:19]([C:23]3[N:24]=[C:25]([NH2:28])[S:26][CH:27]=3)=[N:20][O:21][CH3:22])[C:15](=[O:30])[N:10]2[C:11]=1[C:12]([O-:14])=[O:13])(=[O:34])[CH3:33].[Na+:36] |f:2.3,5.6|. Procedure details: 108.7 g of the syn isomer of 3-acetoxymethyl-7-[2-(2-amino-4-thiazolyl)-2-methoxyimino-acetamido]-ceph-3-eme-4-carboxylic acid containing 8% ethanol and 0.5% water were added at 0° to 2° C. under a nitrogen atmosphere to a stirred solution of 21.6 g of anhydrous sodium acetate, 25 ml of dimineralized water and 175 ml of anhydrous pure methanol and the resulting solution was stirred at 0° to 2° C. under nitrogen and was then passed through a heat insulated sterile filter. The filtrate was recover... The reactants are C(C)OC(=O)C1(CCN(CC1)CC1=CC=C(C=C1)OC)S(=O)(=O)C1=CC=C(C=C1)OCC#CC (4-(4-but-2-ynyloxy-benzenesulfonyl)-1-(4-methoxy-benzyl)-piperdine-4-carboxylic acid ethyl ester). Solvent: C1CCOC1.CO (THF methanol), [OH-].[Na+] (NaOH). The product is C(C#CC)OC1=CC=C(C=C1)S(=O)(=O)C1(CCN(CC1)CC1=CC=C(C=C1)OC)C(=O)O (4-(4-But-2-ynyloxy-benzenesulfonyl)-1-(4-methoxy-benzyl)-piperdine-4-carboxylic acid). As a reaction SMILES: C([O:3][C:4]([C:6]1([S:21]([C:24]2[CH:29]=[CH:28][C:27]([O:30][CH2:31][C:32]#[C:33][CH3:34])=[CH:26][CH:25]=2)(=[O:23])=[O:22])[CH2:11][CH2:10][N:9]([CH2:12][C:13]2[CH:18]=[CH:17][C:16]([O:19][CH3:20])=[CH:15][CH:14]=2)[CH2:8][CH2:7]1)=[O:5])C>C1COCC1.CO.[OH-].[Na+]>[CH2:31]([O:30][C:27]1[CH:28]=[CH:29][C:24]([S:21]([C:6]2([C:4]([OH:5])=[O:3])[CH2:7][CH2:8][N:9]([CH2:12][C:13]3[CH:14]=[CH:15][C:16]([O:19][CH3:20])=[CH:17][CH:18]=3)[CH2:10][CH2:11]2)(=[O:22])=[O:23])=[CH:25][CH:26]=1)[C:32]#[C:33][CH3:34] |f:1.2,3.4|. Reported procedure: 4-(4-But-2-ynyloxy-benzenesulfonyl)-1-(4-methoxy-benzyl)-piperdine-4-carboxylic acid was prepared starting from 4-(4-but-2-ynyloxy-benzenesulfonyl)-1-(4-methoxy-benzyl)-piperdine-4-carboxylic acid ethyl ester (2.5 g, 5.15 mmol) dissolved in THF:methanol (3:1, 200 ml) and 10 N NaOH (15 ml). The resulting reaction mixture was worked up as outlined in Example 1 (Step 7). Yield 1.26 g (54%); off white solid; mp 223° C.; MS: 458 (M+H)+ Starting materials: CCCCN, Cl, CCN1CC2OC2C1. Yields the product CCCCNC1CN(CC)CC1O. As a reaction SMILES: [CH2:9]([CH2:10][CH2:11][CH3:12])[NH2:13].[ClH:14].[O:1]1[CH:2]2[CH2:3][N:4]([CH2:7][CH3:8])[CH2:5][CH:6]12>>[OH:1][CH:6]1[CH:2]([NH:13][CH2:9][CH2:10][CH2:11][CH3:12])[CH2:3][N:4]([CH2:7][CH3:8])[CH2:5]1. Reactants: [Al+3], Cc1c[nH]c(=O)[nH]1, [Cl-], [Cl-], [Cl-], O=C(Cl)c1ccc(F)cc1, O=[N+]([O-])c1ccccc1. Yields the product Cc1[nH]c(=O)[nH]c1C(=O)c1ccc(F)cc1. RXN SMILES: [Al+3:9].[CH3:1][c:2]1[nH:3][c:4](=[O:7])[nH:5][cH:6]1.[Cl-:10].[Cl-:11].[Cl-:8].[F:12][c:13]1[cH:14][cH:15][c:16]([C:17](=[O:18])[Cl:19])[cH:20][cH:21]1.[O-:22][N+:23]([c:24]1[cH:25][cH:26][cH:27][cH:28][cH:29]1)=[O:30]>>[CH3:1][c:2]1[nH:3][c:4](=[O:7])[nH:5][c:6]1[C:17]([c:16]1[cH:15][cH:14][c:13]([F:12])[cH:21][cH:20]1)=[O:18].